From a dataset of the Open Reaction Database (ORD), a public repository of structured organic reaction records. describe an organic reaction: reactants, conditions, products, and yield The solvent is CCO (EtOH). Yield: 93.5%. Reactants: C(N)(=O)C1=C(C(=CC=C1)F)NC(C(=O)OCC)=O (ethyl 2-(2-carbamoyl-6-fluorophenylamino)-2-oxoacetate), CC(C)([O-])C.[K+] (potassium t-butoxide), [Na+].[Cl-] (NaCl), CC(=O)O (HOAc). Reaction conditions: time 5 hour. RXN SMILES: [C:1]([C:4]1[CH:9]=[CH:8][CH:7]=[C:6]([F:10])[C:5]=1[NH:11][C:12](=O)[C:13]([O:15][CH2:16][CH3:17])=[O:14])(=[O:3])[NH2:2].CC(C)([O-])C.[K+].[Na+].[Cl-].CC(O)=O>CCO>[F:10][C:6]1[CH:7]=[CH:8][CH:9]=[C:4]2[C:5]=1[N:11]=[C:12]([C:13]([O:15][CH2:16][CH3:17])=[O:14])[N:2]=[C:1]2[OH:3] |f:1.2,3.4|. Reported procedure: A mixture of ethyl 2-(2-carbamoyl-6-fluorophenylamino)-2-oxoacetate (600 mg, 2.4 mmol) and potassium t-butoxide (300 mg, 6.7 mmol) in EtOH (10 mL) was stirred at rt for 5 h. Saturated aq NaCl (50 mL) and HOAc (0.5 mL) were added and the mixture was extracted with EtOAc (3×80 mL). The combined organic layers were washed with brine (80 mL), dried over Na2SO4, filtered, and concentrated under reduced pressure to afford ethyl 8-fluoro-4-hydroxyquinazoline-2-carboxylate (530 mg, 93%). 1H NMR (300 MHz... The product is FC=1C=CC=C2C(=NC(=NC12)C(=O)OCC)O (ethyl 8-fluoro-4-hydroxyquinazoline-2-carboxylate). Reactants: FC1=C(C=CC(=C1)I)NC=C(C(=O)OCC)C(=O)OCC (Diethyl 2-((2-fluoro-4-iodophenylamino)methylene)malonate), FC1=C(C=CC(=C1)I)NC=C(C(=O)OCC)C(=O)OCC (Diethyl 2-((2-fluoro-4-iodophenylamino)methylene)malonate), CS(=O)(=O)O.O=P12OP3(=O)OP(=O)(O1)OP(=O)(O2)O3 (Eaton's Reagent). Run at temperature 90 celsius, time 4.5 day. The product is FC=1C=C(C=C2C(C(=CNC12)C(=O)OCC)=O)I (Ethyl 8-fluoro-6-iodo-4-oxo-1,4-dihydroquinoline-3-carboxylate). RXN SMILES: [F:1][C:2]1[CH:7]=[C:6]([I:8])[CH:5]=[CH:4][C:3]=1[NH:9][CH:10]=[C:11]([C:17]([O:19]CC)=O)[C:12]([O:14][CH2:15][CH3:16])=[O:13].CS(O)(=O)=O.O=P12OP3(OP(OP(O3)(O1)=O)(=O)O2)=O>>[F:1][C:2]1[CH:7]=[C:6]([I:8])[CH:5]=[C:4]2[C:3]=1[NH:9][CH:10]=[C:11]([C:12]([O:14][CH2:15][CH3:16])=[O:13])[C:17]2=[O:19] |f:1.2|. Procedure details: Diethyl 2-((2-fluoro-4-iodophenylamino)methylene)malonate (Intermediate 10, 13.45 g, 33.05 mmol) was placed in a 250 mL round bottom flask with Eaton's Reagent (55 mL, 0.29 mol) and aged while stirring at 90° C. for 4-5 days. The reaction was then cooled to 5° C. and was slowly quenched with saturated sodium carbonate solution (500 ml) at 10° C. to form a clumpy brownish-yellow solid. The precipitate was vacuum filtered and washed with water (300 ml). The collected solid was dried under vacuum a...